describe an organic reaction: reactants, conditions, products, and yield From a dataset of the Open Reaction Database (ORD), a public repository of structured organic reaction records. Starting materials: NC1=CC2=C(C(OC(=N2)OCC)=O)C=C1 (7-amino-2-ethoxy-4H-3,1-benzoxazin-4-one), N1=CC=CC=C1 (pyridine), ClC(=O)OCC (ethyl chloroformate). Solvent: ClCCl (dichloromethane), ClCCl (dichloromethane). Run at time 1 hour. Yields the product C(=O)(OCC)NC=1C=CC2=C(C(OC(=N2)OCC)=O)C1 (6-Carboethoxyamino-2-ethoxy-4H-3,1-benzoxazin-4-one). Yield: 95.0%. RXN SMILES: N[C:2]1[CH:15]=[CH:14][C:5]2[C:6](=[O:13])[O:7][C:8]([O:10][CH2:11][CH3:12])=[N:9][C:4]=2[CH:3]=1.[N:16]1C=CC=CC=1.Cl[C:23]([O:25][CH2:26][CH3:27])=[O:24]>ClCCl>[C:23]([NH:16][C:15]1[CH:2]=[CH:3][C:4]2[N:9]=[C:8]([O:10][CH2:11][CH3:12])[O:7][C:6](=[O:13])[C:5]=2[CH:14]=1)([O:25][CH2:26][CH3:27])=[O:24]. Procedure: To a solution of 7-amino-2-ethoxy-4H-3,1-benzoxazin-4-one (0.2 m mol., 41 mg) and dry pyridine (0.1 ml) in dry dichloromethane (4 ml) at room temperature under anhydrous conditions was added ethyl chloroformate (0.05 ml, 0.52 m mol.) in one portion. After stirring for one hour, the reaction mixture was diluted with dichloromethane (16 ml), washed successively with water (15 ml), 5% CuSO4) and evaporated to dryness. The residue was stirred in anhydrous ether (2 ml) and filtered to afford 53 mg (9... Reactants: [BH3-]C#N, CCN(C(C)C)C(C)C, CC(=O)O, CO, O=Cc1ccc(-c2nc3ccc(Cl)nc3s2)c(F)c1, ClCCl, Cl, COC(=O)C1CNC1, [Na+]. Product: COC(=O)C1CN(Cc2ccc(-c3nc4ccc(Cl)nc4s3)c(F)c2)C1. As a reaction SMILES: [C:42]([BH3-:43])#[N:44].[CH2:29]([N:30]([CH:31]([CH3:32])[CH3:33])[CH:34]([CH3:35])[CH3:36])[CH3:37].[CH3:38][C:39](=[O:40])[OH:41].[CH3:49][OH:50].[Cl:1][c:2]1[cH:3][cH:4][c:5]2[c:6]([n:7]1)[s:8][c:9](-[c:11]1[c:12]([F:19])[cH:13][c:14]([CH:15]=[O:16])[cH:17][cH:18]1)[n:10]2.[Cl:46][CH2:47][Cl:48].[ClH:20].[NH:21]1[CH2:22][CH:23]([C:25](=[O:26])[O:27][CH3:28])[CH2:24]1.[Na+:45]>>[Cl:1][c:2]1[cH:3][cH:4][c:5]2[c:6]([n:7]1)[s:8][c:9](-[c:11]1[c:12]([F:19])[cH:13][c:14]([CH2:15][N:21]3[CH2:22][CH:23]([C:25](=[O:26])[O:27][CH3:28])[CH2:24]3)[cH:17][cH:18]1)[n:10]2. Reactants: CC(C)(C)OC(=O)NC1CCC(CCN2C(=O)COc3ccc(C#N)cc32)CC1, N#Cc1ccc2ccc(=O)n(CCN3CCC(N)CC3)c2c1. Product: N#Cc1ccc2c(c1)N(CCC1CCC(N)CC1)C(=O)CO2. As a reaction SMILES: [C:1](#[N:2])[c:3]1[cH:4][cH:5][c:6]2[c:7]([cH:29]1)[N:8]([CH2:13][CH2:14][CH:15]1[CH2:16][CH2:17][CH:18]([NH:21][C:22](=[O:23])[O:24][C:25]([CH3:26])([CH3:27])[CH3:28])[CH2:19][CH2:20]1)[C:9](=[O:12])[CH2:10][O:11]2.[NH2:30][CH:31]1[CH2:32][CH2:33][N:34]([CH2:35][CH2:36][n:37]2[c:38]3[c:39]([cH:40][cH:41][c:42]([C:43]#[N:44])[cH:45]3)[cH:46][cH:47][c:48]2=[O:49])[CH2:50][CH2:51]1>>[C:1](#[N:2])[c:3]1[cH:4][cH:5][c:6]2[c:7]([cH:29]1)[N:8]([CH2:13][CH2:14][CH:15]1[CH2:16][CH2:17][CH:18]([NH2:21])[CH2:19][CH2:20]1)[C:9](=[O:12])[CH2:10][O:11]2.